From a dataset of the Open Reaction Database (ORD), a public repository of structured organic reaction records. describe an organic reaction: reactants, conditions, products, and yield Conditions: temperature -78 celsius, time 15 minute. The product is C(#N)C(C(C(=O)OCC)(C1=NOC(=N1)C)C)C#N (ethyl 3,3-dicyano-2-methyl-2-(5-methyl-1,2,4-oxadiazol-3-yl)propanoate). Starting materials: C1CCC2=NCCCN2CC1 (DBU), C(CC#N)#N (malononitrile), BrC(C(=O)OCC)(C)C1=NOC(=N1)C (ethyl 2-bromo-2(5-methyl-1,2,4-oxadiazol-3-yl)propanoate). Run in C1CCOC1 (THF). Procedure: DBU (2.56 mL, 8.1 mmol) was added dropwise to a −78° C. THF (20 mL) solution of malononitrile (1.12 g, 17 mmol) and the intermediate from Step C (1.49 g, 5.66 mmol). The reaction solution was stirred at −78° C. for 15 minutes and then at room temperature for 1 hour. The solution was then concentrated and the residue purified by silica gel chromatography using a hexanes/EtOAc gradient to give the indicated product. 1H NMR δ (ppm) (CHCl3-d): 4.79 (1H, s), 4.30 (2H, dd, J=7.1, 2.6 Hz), 2.64 (3H, s)... RXN SMILES: C1CCN2C(=NCCC2)CC1.[C:12](#[N:16])[CH2:13][C:14]#[N:15].Br[C:18]([C:25]1[N:29]=[C:28]([CH3:30])[O:27][N:26]=1)([CH3:24])[C:19]([O:21][CH2:22][CH3:23])=[O:20]>C1COCC1>[C:14]([CH:13]([C:12]#[N:16])[C:18]([CH3:24])([C:25]1[N:29]=[C:28]([CH3:30])[O:27][N:26]=1)[C:19]([O:21][CH2:22][CH3:23])=[O:20])#[N:15]. Reactants: compound [ 102-4 ], ClCC1=CC=CC2=CC=CC=C12 (1-(chloromethyl)naphthalene), ClC1=C(CN2N=C(C3=CC=C(C=C23)CC(=O)O)C)C(=CC=C1)C (2-[1-(2-chloro-6-methylbenzyl)-3-methyl-1H-indazole-6-yl]acetic acid). The product is CC1=NN(C2=CC(=CC=C12)CC(=O)O)CC1=CC=CC2=CC=CC=C12 (2-[3-methyl-1-(naphthalene-1-ylmethyl)-1H-indazole-6-yl]acetic acid), C(C1=CC=CC=C1)N1C=CC2=CC=C(C=C12)CC(=O)O (2-(1-benzyl-1H-indole-6-yl)acetic acid). As a reaction SMILES: Cl[CH2:2][C:3]1[C:12]2[C:7](=[CH:8][CH:9]=[CH:10][CH:11]=2)[CH:6]=[CH:5][CH:4]=1.Cl[C:14]1[CH:34]=[CH:33][CH:32]=[C:31](C)[C:15]=1[CH2:16][N:17]1[C:25]2[C:20](=[CH:21][CH:22]=[C:23]([CH2:26][C:27]([OH:29])=[O:28])[CH:24]=2)[C:19]([CH3:30])=[N:18]1>>[CH3:30][C:19]1[C:20]2[C:25](=[CH:24][C:23]([CH2:26][C:27]([OH:29])=[O:28])=[CH:22][CH:21]=2)[N:17]([CH2:2][C:3]2[C:12]3[C:7](=[CH:8][CH:9]=[CH:10][CH:11]=3)[CH:6]=[CH:5][CH:4]=2)[N:18]=1.[CH2:16]([N:17]1[C:25]2[C:20](=[CH:21][CH:22]=[C:23]([CH2:26][C:27]([OH:29])=[O:28])[CH:24]=2)[CH:19]=[CH:30]1)[C:15]1[CH:14]=[CH:34][CH:33]=[CH:32][CH:31]=1. Procedure: The titled compound (19.5 mg) as a white solid was prepared from the compound [102-4] obtained in the process (4) of Example 102 (26.3 mg) and 1-(chloromethyl)naphthalene according to the method of the process (5) of Example 102.